This data is from the Open Reaction Database (ORD), a public repository of structured organic reaction records. The task is: describe an organic reaction: reactants, conditions, products, and yield The reactants are FC(F)(F)c1ccnc(Br)c1, [Mg+]Cc1ccccc1, [Li]CCCC, C[Si](C)(C)Cl, CCOCC, [Cl-], N#Cc1cc(F)cc(C(F)(F)F)c1. The product is NC(Cc1ccccc1)(c1cc(F)cc(C(F)(F)F)c1)c1cc(C(F)(F)F)ccn1. RXN SMILES: [Br:6][c:7]1[n:8][cH:9][cH:10][c:11]([C:13]([F:14])([F:15])[F:16])[cH:12]1.[CH2:36]([c:37]1[cH:38][cH:39][cH:40][cH:41][cH:42]1)[Mg+:43].[CH3:1][CH2:2][CH2:3][CH2:4][Li:5].[CH3:30][Si:31]([Cl:32])([CH3:33])[CH3:34].[CH3:44][CH2:45][O:46][CH2:47][CH3:48].[Cl-:35].[F:17][c:18]1[cH:19][c:20]([C:21]#[N:22])[cH:23][c:24]([C:26]([F:27])([F:28])[F:29])[cH:25]1>>[c:7]1([C:21]([c:20]2[cH:19][c:18]([F:17])[cH:25][c:24]([C:26]([F:27])([F:28])[F:29])[cH:23]2)([NH2:22])[CH2:36][c:37]2[cH:38][cH:39][cH:40][cH:41][cH:42]2)[n:8][cH:9][cH:10][c:11]([C:13]([F:14])([F:15])[F:16])[cH:12]1. Reported procedure: Prepared according to the procedure for 2-(1H-pyrazol-1-yl)-N-[(1S,2S)-2-{[5-(trifluoromethyl)pyrazin-2-yl]amino}cyclopentyl]benzamide (Example 31) from (1S,2S)-1-N-[5-(trifluoromethyl)pyrazin-2-yl]cyclopentane-1,2-diamine hydrochloride (Intermediate 14, 213 mg, 0.75 mmol) and 2-fluoro-6-(2H-1,2,3-triazol-2-yl)benzoic acid (CAS number 1186050-58-7; 172 mg, 0.83 mmol) to afford the title compound. Yields the product FC1=C(C(=O)N[C@@H]2[C@H](CCC2)NC2=NC=C(N=C2)C(F)(F)F)C(=CC=C1)N1N=CC=N1 (2-Fluoro-6-(2H-1,2,3-triazol-2-yl)-N-[(1S,2S)-2-{[5-(trifluoromethyl)pyrazin-2-yl]amino}cyclopentyl]benzamide). The reactants are N1(N=CC=C1)C1=C(C(=O)N[C@@H]2[C@H](CCC2)NC2=NC=C(N=C2)C(F)(F)F)C=CC=C1 (2-(1H-Pyrazol-1-yl)-N-[(1S,2S)-2-{[5-(trifluoromethyl)pyrazin-2-yl]amino}cyclopentyl]benzamide), FC1=C(C(=O)O)C(=CC=C1)N1N=CC=N1 (2-fluoro-6-(2H-1,2,3-triazol-2-yl)benzoic acid), Cl.FC(C=1N=CC(=NC1)N[C@@H]1[C@H](CCC1)N)(F)F ((1S,2S)-1-N-[5-(trifluoromethyl)pyrazin-2-yl]cyclopentane-1,2-diamine hydrochloride), Cl.FC(C=1N=CC(=NC1)N[C@@H]1[C@H](CCC1)N)(F)F ((1S,2S)-1-N-[5-(trifluoromethyl)pyrazin-2-yl]cyclopentane-1,2-diamine hydrochloride). As a reaction SMILES: N1(C2C=CC=CC=2C(N[C@H]2CCC[C@@H]2NC2C=NC(C(F)(F)F)=CN=2)=O)C=CC=N1.Cl.[F:32][C:33]([F:48])([F:47])[C:34]1[N:35]=[CH:36][C:37]([NH:40][C@H:41]2[CH2:45][CH2:44][CH2:43][C@@H:42]2[NH2:46])=[N:38][CH:39]=1.[F:49][C:50]1[CH:58]=[CH:57][CH:56]=[C:55]([N:59]2[N:63]=[CH:62][CH:61]=[N:60]2)[C:51]=1[C:52](O)=[O:53]>>[F:49][C:50]1[CH:58]=[CH:57][CH:56]=[C:55]([N:59]2[N:63]=[CH:62][CH:61]=[N:60]2)[C:51]=1[C:52]([NH:46][C@H:42]1[CH2:43][CH2:44][CH2:45][C@@H:41]1[NH:40][C:37]1[CH:36]=[N:35][C:34]([C:33]([F:32])([F:47])[F:48])=[CH:39][N:38]=1)=[O:53] |f:1.2|. Reactants: C(C1=CC=CC=C1)O[C@@H]1C(O)O[C@@H]([C@H]([C@@H]1OCC1=CC=CC=C1)OCC1=CC=CC=C1)COCC1=CC=CC=C1 (2,3,4,6-tetra-O-benzyl-mannopyranose), COC(C)(C)C (methyl-tert-butyl ether), C([O-])([O-])=O.[K+].[K+] (potassium carbonate), C(C)(C)(C)OC(CCl)=O (chloroacetic acid-tert-butyl ester). Reagents/catalysts: [Cl-].C(CCC)[N+](CCCC)(CCCC)CCCC (tetrabutylammonium chloride). The solvent is C(C)OCOCC (diethoxymethane). Conditions: temperature 0 celsius. The product is C(C1=CC=CC=C1)O[C@@H]1C(OCC(=O)O)O[C@@H]([C@H]([C@@H]1OCC1=CC=CC=C1)OCC1=CC=CC=C1)COCC1=CC=CC=C1 (2,3,4,6-Tetra-O-benzyl-1-O-carboxymethyl-mannopyranose). Reaction SMILES: [CH2:1]([O:8][C@H:9]1[C@@H:15]([O:16][CH2:17][C:18]2[CH:23]=[CH:22][CH:21]=[CH:20][CH:19]=2)[C@H:14]([O:24][CH2:25][C:26]2[CH:31]=[CH:30][CH:29]=[CH:28][CH:27]=2)[C@@H:13]([CH2:32][O:33][CH2:34][C:35]2[CH:40]=[CH:39][CH:38]=[CH:37][CH:36]=2)[O:12][CH:10]1[OH:11])[C:2]1[CH:7]=[CH:6][CH:5]=[CH:4][CH:3]=1.C(=O)([O-])[O-].[K+].[K+].C([O:51][C:52](=[O:55])[CH2:53]Cl)(C)(C)C.COC(C)(C)C>[Cl-].C([N+](CCCC)(CCCC)CCCC)CCC.C(OCOCC)C>[CH2:1]([O:8][C@H:9]1[C@@H:15]([O:16][CH2:17][C:18]2[CH:23]=[CH:22][CH:21]=[CH:20][CH:19]=2)[C@H:14]([O:24][CH2:25][C:26]2[CH:27]=[CH:28][CH:29]=[CH:30][CH:31]=2)[C@@H:13]([CH2:32][O:33][CH2:34][C:35]2[CH:36]=[CH:37][CH:38]=[CH:39][CH:40]=2)[O:12][CH:10]1[O:11][CH2:53][C:52]([OH:55])=[O:51])[C:2]1[CH:3]=[CH:4][CH:5]=[CH:6][CH:7]=1 |f:1.2.3,6.7|. Reported procedure: A mixture that consists of 54.1 g (100 mmol) of 2,3,4,6-tetra-O-benzyl-mannopyranose, 1.39 g (5 mmol) of tetrabutylammonium chloride and 15.2 g (110 mmol) of anhydrous potassium carbonate in 500 ml of diethoxymethane is cooled to 0° C. At 0° C., 30.12 g (200 mmol) of chloroacetic acid-tert-butyl ester is added in drops over 20 minutes while being stirred vigorously. It is stirred for one hour at 10° C. 250 ml of methyl-tert-butyl ether is added, the organic phase is separated, and the aqueous ph... Starting materials: C(C)(C)(C)OC(=O)N1CC2=CC(=CC=C2CC1)O (7-hydroxy-3,4-dihydro-1H-isoquinoline-2-carboxylic acid tert-butyl ester), C([O-])([O-])=O.[Cs+].[Cs+] (cesium carbonate), CN(C=O)C (N,N-dimethylformamide), ClC1=NC=C(C(=O)N)C=C1 (6-chloronicotinamide). Product: C(C)(C)(C)OC(=O)N1CC2=CC(=CC=C2CC1)OC1=NC=C(C=C1)C(N)=O (7-(5-carbamoyl-pyridin-2-yloxy)-3,4-dihydro-1H-isoquinoline-2-carboxylic acid tert-butyl ester). Yield: 48.5%. As a reaction SMILES: [C:1]([O:5][C:6]([N:8]1[CH2:17][CH2:16][C:15]2[C:10](=[CH:11][C:12]([OH:18])=[CH:13][CH:14]=2)[CH2:9]1)=[O:7])([CH3:4])([CH3:3])[CH3:2].C(=O)([O-])[O-].[Cs+].[Cs+].CN(C)C=O.Cl[C:31]1[CH:39]=[CH:38][C:34]([C:35]([NH2:37])=[O:36])=[CH:33][N:32]=1>[Cl-].[Na+].O>[C:1]([O:5][C:6]([N:8]1[CH2:17][CH2:16][C:15]2[C:10](=[CH:11][C:12]([O:18][C:31]3[CH:39]=[CH:38][C:34]([C:35](=[O:36])[NH2:37])=[CH:33][N:32]=3)=[CH:13][CH:14]=2)[CH2:9]1)=[O:7])([CH3:4])([CH3:2])[CH3:3] |f:1.2.3,6.7.8|. Solvent: [Cl-].[Na+].O (brine). Reported procedure: Combine 7-hydroxy-3,4-dihydro-1H-isoquinoline-2-carboxylic acid tert-butyl ester (1.7 g, 6.8 mmol, Reference J. Med. Chem. 1998, 41 (25), 4983-4994), cesium carbonate (4.4 g, 13.6 mmol) and N,N-dimethylformamide (75 mL) and stir at room temperature for 30 minutes. Add 6-chloronicotinamide (1.1 g, 6.8 mmol) and heat at 100° C. for 2 days. Cool to room temperature, dilute with brine then extract with ethyl acetate (3×125 mL). Dry the ethyl acetate extracts with sodium chloride/magnesium sulfate, f... The reactants are CCOC(=O)c1c(Nc2ccc([Si](C)(C)C)cc2F)c2nnccc2n1C, ClCCl, ClI. Product: CCOC(=O)c1c(Nc2ccc(I)cc2F)c2nnccc2n1C. Reaction SMILES: [CH2:1]([CH3:2])[O:3][C:4](=[O:5])[c:6]1[c:7]([NH:16][c:17]2[c:18]([F:27])[cH:19][c:20]([Si:23]([CH3:24])([CH3:25])[CH3:26])[cH:21][cH:22]2)[c:8]2[n:9][n:10][cH:11][cH:12][c:13]2[n:14]1[CH3:15].[Cl:30][CH2:31][Cl:32].[I:28][Cl:29]>>[CH2:1]([CH3:2])[O:3][C:4](=[O:5])[c:6]1[c:7]([NH:16][c:17]2[c:18]([F:27])[cH:19][c:20]([I:28])[cH:21][cH:22]2)[c:8]2[n:9][n:10][cH:11][cH:12][c:13]2[n:14]1[CH3:15]. Reactants: C(C)(C)(C)OC(NC1=C(C=C(C=C1)B1OC(C(O1)(C)C)(C)C)NC(=O)OC(C)(C)C)=O ([2-tert-butoxycarbonylamino-4-(4,4,5,5-tetramethyl-[1,3,2]dioxaborolan-2-yl)-phenyl]-carbamic acid tert-butyl ester), ClC1=C(C=CC=C1)S(=O)(=O)C(F)(F)F (1-chloro-2-trifluoromethanesulfonyl-benzene), C([O-])([O-])=O.[Na+].[Na+] (sodium carbonate), 1,1′-[bis(di-tert-butylphosphino)ferrocene] palladium dichloride. Solvent: COCCOC (DME), O (H2O). Conditions: temperature 90 celsius. Product: C(C)(C)(C)OC(NC=1C=C(C=CC1NC(=O)OC(C)(C)C)C1=C(C=CC=C1)S(=O)(=O)C(F)(F)F)=O ((4-tert-butoxycarbonylamino-2′-trifluoromethanesulfonyl-biphenyl-3-yl)-carbamic acid tert-butyl ester). Isolated yield 74.8%. RXN SMILES: [C:1]([O:5][C:6](=[O:31])[NH:7][C:8]1[CH:13]=[CH:12][C:11](B2OC(C)(C)C(C)(C)O2)=[CH:10][C:9]=1[NH:23][C:24]([O:26][C:27]([CH3:30])([CH3:29])[CH3:28])=[O:25])([CH3:4])([CH3:3])[CH3:2].Cl[C:33]1[CH:38]=[CH:37][CH:36]=[CH:35][C:34]=1[S:39]([C:42]([F:45])([F:44])[F:43])(=[O:41])=[O:40].C(=O)([O-])[O-].[Na+].[Na+]>COCCOC.O>[C:27]([O:26][C:24](=[O:25])[NH:23][C:9]1[CH:10]=[C:11]([C:33]2[CH:38]=[CH:37][CH:36]=[CH:35][C:34]=2[S:39]([C:42]([F:43])([F:44])[F:45])(=[O:40])=[O:41])[CH:12]=[CH:13][C:8]=1[NH:7][C:6]([O:5][C:1]([CH3:3])([CH3:4])[CH3:2])=[O:31])([CH3:30])([CH3:29])[CH3:28] |f:2.3.4|. Procedure details: A mixture of [2-tert-butoxycarbonylamino-4-(4,4,5,5-tetramethyl-[1,3,2]dioxaborolan-2-yl)-phenyl]-carbamic acid tert-butyl ester (0.213 g, 0.490 mmol), 1-chloro-2-trifluoromethanesulfonyl-benzene (0.100 g, 0.409 mmol), sodium carbonate (0.260 g, 2.45 mmol), and 1,1′-[bis(di-tert-butylphosphino)ferrocene]-palladium dichloride (0.027 g, 0.0409 mmol) in DME (2 mL) and H2O (0.5 mL) was heated at 90° C. for 12 hours. The reaction mixture was concentrated under reduced pressure, and the residue was pu... Starting materials: C([O-])(O)=O.[Na+] (sodium bicarbonate), ClC1=CC(=CC=C1)C(=O)OO (m-chloroperbenzoic acid), N1=CC(=CC=C1)CSCCCCCl (4-chlorobutyl pyridin-3-yl-methyl sulphide). Run in C(Cl)Cl (methylene chloride), C(Cl)Cl (methylene chloride). Reaction conditions: time 17 hour. Yields the product ClCCCCS(=O)CC=1C=NC=CC1 (3-(4-chlorobutyl)sulphinylmethylpyridine). Yield: 23.0%. Reaction SMILES: ClC1C=CC=C(C(OO)=[O:9])C=1.[N:12]1[CH:17]=[CH:16][CH:15]=[C:14]([CH2:18][S:19][CH2:20][CH2:21][CH2:22][CH2:23][Cl:24])[CH:13]=1.C(=O)(O)[O-].[Na+]>C(Cl)Cl>[Cl:24][CH2:23][CH2:22][CH2:21][CH2:20][S:19]([CH2:18][C:14]1[CH:13]=[N:12][CH:17]=[CH:16][CH:15]=1)=[O:9] |f:2.3|. Reported procedure: A solution of 85% pure m-chloroperbenzoic acid (107 g) in methylene chloride (900 cc) is added dropwise, in the course of 1 hour 30 minutes, at a temperature of about 20° C., to a solution of 4-chlorobutyl pyridin-3-yl-methyl sulphide (103 g) in methylene chloride (900 cc). After stirring for 17 hours at the same temperature, a 10% (by weight) aqueous solution of sodium bicarbonate (3 liters) is added slowly. The organic solution is decanted and then washed with a 10% solution of sodium bicarbon...